Dataset: the Open Reaction Database (ORD), a public repository of structured organic reaction records. Task: describe an organic reaction: reactants, conditions, products, and yield Conditions: time 17 hour. The product is Cl.OC1=CC(=C(OC=2C=CC3=C(N(C(=N3)COC3=CC=C(CC4C(NC(S4)=O)=O)C=C3)C)C2)C=C1C)C (5-{4-[6-(4-Hydroxy-2,5-dimethylphenoxy)-1-methyl-1H-benzimidazole-2-ylmethoxy]benzyl}thiazolidine-2,4-dione hydrochloride). RXN SMILES: [O:1]=[C:2]1[NH:6][C:5](=[O:7])[CH:4]([CH2:8][C:9]2[CH:44]=[CH:43][C:12]([O:13][CH2:14][C:15]([NH:17][C:18]3[CH:23]=[CH:22][C:21]([O:24][C:25]4[CH:30]=[C:29]([CH3:31])[C:28]([OH:32])=[CH:27][C:26]=4[CH3:33])=[CH:20][C:19]=3[N:34]([CH3:42])C(=O)OC(C)(C)C)=O)=[CH:11][CH:10]=2)[S:3]1.[ClH:45].O1CCOCC1.Cl.C(OCC)(=O)C>C(#N)C.O>[ClH:45].[OH:32][C:28]1[C:29]([CH3:31])=[CH:30][C:25]([O:24][C:21]2[CH:22]=[CH:23][C:18]3[N:17]=[C:15]([CH2:14][O:13][C:12]4[CH:43]=[CH:44][C:9]([CH2:8][CH:4]5[S:3][C:2](=[O:1])[NH:6][C:5]5=[O:7])=[CH:10][CH:11]=4)[N:34]([CH3:42])[C:19]=3[CH:20]=2)=[C:26]([CH3:33])[CH:27]=1 |f:1.2,3.4,5.6,7.8|. Procedure: A mixture of t-butyl N-{2-[4-(2,4-dioxothiazolidine-5-ylmethyl)phenoxyacetylamino]-5-(4-hydroxy-2,5-dimethylphenoxy)phenyl}-N-methylcarbamate (0.71 g) and 4N hydrogen chloride/dioxane (10 ml) was stirred at room temperature for 17 hours. The solvent of the reaction mixture was evaporated to dryness. To the residue was added ethyl acetate and insoluble product was isolated by filtration and subjected to reversed-phase high performance liquid chromatography using acetonitrile/water=9/11 as the elu... The reactants are O=C1SC(C(N1)=O)CC1=CC=C(OCC(=O)NC2=C(C=C(C=C2)OC2=C(C=C(C(=C2)C)O)C)N(C(OC(C)(C)C)=O)C)C=C1 (t-butyl N-{2-[4-(2,4-dioxothiazolidine-5-ylmethyl)phenoxyacetylamino]-5-(4-hydroxy-2,5-dimethylphenoxy)phenyl}-N-methylcarbamate), Cl.O1CCOCC1 (hydrogen chloride dioxane), Cl.C(C)(=O)OCC (hydrogen chloride ethyl acetate). The solvent is C(C)#N.O (acetonitrile water). Reactants: IC=1C=NN(C1)CC(C(=O)O)CC(=O)O (2-((4-iodo-1H-pyrazol-1-yl)methyl)succinic acid), NC(=O)N (urea). Solvent: O (water). Product: IC=1C=NN(C1)CC1C(NC(C1)=O)=O (3-((4-iodo-1H-pyrazol-1-yl)methyl)pyrrolidine-2,5-dione). As a reaction SMILES: [I:1][C:2]1[CH:3]=[N:4][N:5]([CH2:7][CH:8]([CH2:12][C:13]([OH:15])=O)[C:9](O)=[O:10])[CH:6]=1.[NH2:16]C(N)=O>O>[I:1][C:2]1[CH:3]=[N:4][N:5]([CH2:7][CH:8]2[CH2:12][C:13](=[O:15])[NH:16][C:9]2=[O:10])[CH:6]=1. Reported procedure: The solution of 2-((4-iodo-1H-pyrazol-1-yl)methyl)succinic acid (170 mg, 0.52 mmol) and urea (72 mg, 1.50 mmol) was stirred neat at 130° C. for 12 hours. After cooling to room temperature, the mixture was diluted with water and extracted with EtOAc. The organic layer was dried over anhydrous sodium sulfate, filtered, and concentrated under reduced pressure to afford 3-((4-iodo-1H-pyrazol-1-yl)methyl)pyrrolidine-2,5-dione. MS ESI calc'd. for C8H9IN3O2 [M+H]+ 306. found 306. 1H NMR (400 MHz, CD3OD... Starting materials: CCCOc1cc(CN)ccc1OC, CCn1nc(Cl)c(Cl)c(Cl)c1=O, CCO. Yields the product CCCOc1cc(CNc2c(Cl)nn(CC)c(=O)c2Cl)ccc1OC. As a reaction SMILES: [CH2:13]([CH2:14][CH3:15])[O:16][c:17]1[cH:18][c:19]([CH2:20][NH2:21])[cH:22][cH:23][c:24]1[O:25][CH3:26].[CH2:1]([CH3:2])[n:3]1[n:4][c:5]([Cl:12])[c:6]([Cl:11])[c:7]([Cl:10])[c:8]1=[O:9].[CH3:27][CH2:28][OH:29]>>[CH2:1]([CH3:2])[n:3]1[n:4][c:5]([Cl:12])[c:6]([NH:21][CH2:20][c:19]2[cH:18][c:17]([O:16][CH2:13][CH2:14][CH3:15])[c:24]([O:25][CH3:26])[cH:23][cH:22]2)[c:7]([Cl:10])[c:8]1=[O:9]. The reactants are COC(=O)c1ccc(OCc2ccccc2)cc1, CO, [Na+], [OH-]. Product: O=C(O)c1ccc(OCc2ccccc2)cc1. As a reaction SMILES: [CH2:1]([c:2]1[cH:3][cH:4][cH:5][cH:6][cH:7]1)[O:8][c:9]1[cH:10][cH:11][c:12]([C:13](=[O:14])[O:15][CH3:16])[cH:17][cH:18]1.[CH3:21][OH:22].[Na+:20].[OH-:19]>>[CH2:1]([c:2]1[cH:3][cH:4][cH:5][cH:6][cH:7]1)[O:8][c:9]1[cH:10][cH:11][c:12]([C:13](=[O:14])[OH:15])[cH:17][cH:18]1. Reactants: NC=1C(=NC(=C(N1)N)Cl)C(=O)NC=NNC(=O)N (3,5-diamino-6-chloro-N-[[(aminocarbonyl)amino]iminomethyl]-2-pyrazinecarboxamide), CC1CCC(CC1)=O (4-methylcyclohexanone). Solvent: CN(C=O)C (dimethylformamide). Product: 3,5-diamino-6-chloro-N-(3',4'-dihydro-6'-hydroxy-4-methylspirocyclohexane]1,4', N1=C(C=NC=C1)C(=O)N (2-pyrazinecarboxamide). RXN SMILES: N[C:2]1[C:3]([C:10]([NH:12]C=NNC(N)=O)=[O:11])=[N:4][C:5](Cl)=[C:6](N)[N:7]=1.CC1CCC(=O)CC1>CN(C)C=O>[N:4]1[CH:5]=[CH:6][N:7]=[CH:2][C:3]=1[C:10]([NH2:12])=[O:11]. Reported procedure: A solution of 3,5-diamino-6-chloro-N-[[(aminocarbonyl)amino]iminomethyl]-2-pyrazinecarboxamide (0.5 g., 0.0018 mole) and 4-methylcyclohexanone (0.5 ml.) in dimethylformamide (10 ml.) is heated at 95° C. for 20 hours. The reaction mixture is treated with 20 ml. of 2-propanol, filtered, the filtrate distilled at reduced pressure to a volume of 2 ml. and chromatographed on silica gel to give 3,5-diamino-6-chloro-N-(3',4'-dihydro-6'-hydroxy-4-methylspirocyclohexane]1,4']-1,3,5-triazin-2-yl)-2-pyrazi... Reactants: C(C1=CC=CC=C1)[C@H]1N(CC[C@@H](C1)N(C(C(F)(F)F)=O)CC1=CC=NC2=CC=CC=C12)CC1=CC=NC2=CC=CC=C12 ((2R*,4S*)-2-benzyl-1-(4-quinolylmethyl)-N-(4-quinolylmethyl)-N-trifluoroacetyl-4-piperidinamine), [BH4-].[Na+] (sodium borohydride). The product is C(C1=CC=CC=C1)[C@H]1N(CC[C@@H](C1)NCC1=CC=NC2=CC=CC=C12)CC1=CC=NC2=CC=CC=C12 ((2R*,4S*)-2-benzyl-1-(4-quinolylmethyl)-N-(4-quinolylmethyl)-4-piperidinamine). As a reaction SMILES: [CH2:1]([C@@H:8]1[CH2:13][C@@H:12]([N:14]([CH2:21][C:22]2[C:31]3[C:26](=[CH:27][CH:28]=[CH:29][CH:30]=3)[N:25]=[CH:24][CH:23]=2)C(=O)C(F)(F)F)[CH2:11][CH2:10][N:9]1[CH2:32][C:33]1[C:42]2[C:37](=[CH:38][CH:39]=[CH:40][CH:41]=2)[N:36]=[CH:35][CH:34]=1)[C:2]1[CH:7]=[CH:6][CH:5]=[CH:4][CH:3]=1.[BH4-].[Na+]>>[CH2:1]([C@@H:8]1[CH2:13][C@@H:12]([NH:14][CH2:21][C:22]2[C:31]3[C:26](=[CH:27][CH:28]=[CH:29][CH:30]=3)[N:25]=[CH:24][CH:23]=2)[CH2:11][CH2:10][N:9]1[CH2:32][C:33]1[C:42]2[C:37](=[CH:38][CH:39]=[CH:40][CH:41]=2)[N:36]=[CH:35][CH:34]=1)[C:2]1[CH:7]=[CH:6][CH:5]=[CH:4][CH:3]=1 |f:1.2|. Procedure details: 128 mg (0.225 mmol) of (2R*,4S*)-2-benzyl-1-(4-quinolylmethyl)-N-(4-quinolylmethyl)-N-trifluoroacetyl-4-piperidinamine are reacted with 34 mg (0.872 mmol) of sodium borohydride in analogy to Example 2. The title compound ##STR39## is obtained as yellow oil. TLC: methylene chloride/methanol/conc. ammonia (700:50:1) Rf =0.45, FD-MS: M+ =490.